Dataset: the Open Reaction Database (ORD), a public repository of structured organic reaction records. Task: describe an organic reaction: reactants, conditions, products, and yield Reaction SMILES: [CH3:18][NH:19][c:20]1[cH:21][cH:22][c:23]([OH:26])[cH:24][cH:25]1.[CH3:27][CH2:28][OH:29].[Cl:1][c:2]1[n:3][c:4]2[cH:5][cH:6][c:7]([Cl:12])[cH:8][c:9]2[cH:10][cH:11]1.[OH2:30].[S:13]([OH:14])([OH:15])(=[O:16])=[O:17]>>[c:2]1([N:19]([CH3:18])[c:20]2[cH:21][cH:22][c:23]([OH:26])[cH:24][cH:25]2)[n:3][c:4]2[cH:5][cH:6][c:7]([Cl:12])[cH:8][c:9]2[cH:10][cH:11]1. Product: CN(c1ccc(O)cc1)c1ccc2cc(Cl)ccc2n1. The reactants are CNc1ccc(O)cc1, CCO, Clc1ccc2nc(Cl)ccc2c1, O, O=S(=O)(O)O. Reaction SMILES: [C:26]([CH3:27])([CH3:28])([CH3:29])[c:30]1[cH:31][cH:32][cH:33][cH:34][cH:35]1.[C:51]([O:52][CH2:53][CH3:54])(=[O:55])[CH3:56].[CH3:45][CH2:46][O:47][C:48](=[O:49])[CH3:50].[CH3:57][CH2:58][CH2:59][CH2:60][CH2:61][CH2:62][CH3:63].[CH3:64][C:65]#[N:66].[Cl-:5].[Na+:42].[Na+:43].[OH2:1].[OH2:2].[OH2:3].[OH2:44].[OH2:4].[OH:36][OH:37].[OH:6][N:7]1[C:8]([CH3:24])([CH3:25])[CH2:9][CH:10]([O:15][C:16]([c:17]2[cH:18][cH:19][cH:20][cH:21][cH:22]2)=[O:23])[CH2:11][C:12]1([CH3:13])[CH3:14].[S:38]([O-:39])([O-:40])=[O:41]>>[O:6]([N:7]1[C:8]([CH3:24])([CH3:25])[CH2:9][CH:10]([O:15][C:16]([c:17]2[cH:18][cH:19][cH:20][cH:21][cH:22]2)=[O:23])[CH2:11][C:12]1([CH3:13])[CH3:14])[CH2:28][C:26]([CH3:27])([CH3:29])[c:30]1[cH:31][cH:32][cH:33][cH:34][cH:35]1. Product: CC(C)(CON1C(C)(C)CC(OC(=O)c2ccccc2)CC1(C)C)c1ccccc1. Starting materials: CC(C)(C)c1ccccc1, CCOC(C)=O, CCOC(C)=O, CCCCCCC, CC#N, [Cl-], [Na+], [Na+], O, O, O, O, O, OO, CC1(C)CC(OC(=O)c2ccccc2)CC(C)(C)N1O, O=S([O-])[O-]. Starting materials: C1COCCO1, COC(=O)C(O)C(Cc1cccc(F)c1)NC(=O)OC(C)(C)C, CO, [Na+], [OH-]. Product: CC(C)(C)OC(=O)NC(Cc1cccc(F)c1)C(O)C(=O)O. RXN SMILES: [CH2:28]1[O:29][CH2:30][CH2:31][O:32][CH2:33]1.[CH3:1][O:2][C:3]([CH:4]([CH:5]([CH2:6][c:7]1[cH:8][c:9]([F:13])[cH:10][cH:11][cH:12]1)[NH:14][C:15](=[O:16])[O:17][C:18]([CH3:19])([CH3:20])[CH3:21])[OH:22])=[O:23].[CH3:26][OH:27].[Na+:25].[OH-:24]>>[O:2]=[C:3]([CH:4]([CH:5]([CH2:6][c:7]1[cH:8][c:9]([F:13])[cH:10][cH:11][cH:12]1)[NH:14][C:15](=[O:16])[O:17][C:18]([CH3:19])([CH3:20])[CH3:21])[OH:22])[OH:23].